Dataset: the Open Reaction Database (ORD), a public repository of structured organic reaction records. Task: describe an organic reaction: reactants, conditions, products, and yield Starting materials: CC(C)(C)OC(=O)N1CCC[C@H](C1)N, CC1=C(N=CC=C1)Br. Reagents/catalysts: CC(C)(C)[O-].[Na+], C1=CC=C(C=C1)P(C2=CC=CC=C2)C3=C(C4=CC=CC=C4C=C3)C5=C(C=CC6=CC=CC=C65)P(C7=CC=CC=C7)C8=CC=CC=C8, C1=CC=C(C=C1)/C=C/C(=O)/C=C/C2=CC=CC=C2.C1=CC=C(C=C1)/C=C/C(=O)/C=C/C2=CC=CC=C2.C1=CC=C(C=C1)/C=C/C(=O)/C=C/C2=CC=CC=C2.[Pd].[Pd]. The solvent is CC1=CC=CC=C1. Conditions: temperature 115 celsius. The product is CC1=C(N=CC=C1)N[C@@H]2CCCN(C2)C(=O)OC(C)(C)C. The yield is 69.8%. Procedure: Production using the conditions which were shown to work in EN07957-76  2016-03-01  14:20; Pd2(DBA)3 (1.05 g) and BINAP (712 mg mg) was stirred in toluene (75 ml).  14:25; 2-bromo-3-methylpyridine (6.94 g), the amine (9.62 g), and sodium t-butoxide (5.43 g), was added to the mixture.  14:30; Heating at 115 °C. In an attempt to degas the reaction by employing vacuum to the flask good reflux, indicating a slight exotherm, took place. HPLC after 5 minutes indicated complet reaction. The mixture was... The reactants are Clc1nc(Cl)c2ncn(C3CCCCO3)c2n1, COc1cccc2[nH]c(C(F)F)nc12, [H-], [Na+], CN(C)C=O. The product is COc1cccc2c1nc(C(F)F)n2-c1nc(Cl)nc2c1ncn2C1CCCCO1. RXN SMILES: [Cl:17][c:18]1[n:19][c:20]([Cl:33])[c:21]2[n:22][cH:23][n:24]([CH:27]3[O:28][CH2:29][CH2:30][CH2:31][CH2:32]3)[c:25]2[n:26]1.[F:3][CH:4]([c:5]1[n:6][c:7]2[c:8]([nH:9]1)[cH:10][cH:11][cH:12][c:13]2[O:14][CH3:15])[F:16].[H-:2].[Na+:1].[O:34]=[CH:35][N:36]([CH3:37])[CH3:38]>>[F:3][CH:4]([c:5]1[n:6][c:7]2[c:8]([n:9]1-[c:20]1[n:19][c:18]([Cl:17])[n:26][c:25]3[c:21]1[n:22][cH:23][n:24]3[CH:27]1[O:28][CH2:29][CH2:30][CH2:31][CH2:32]1)[cH:10][cH:11][cH:12][c:13]2[O:14][CH3:15])[F:16]. Reactants: [BH4-], CCCc1nc2cnc3ccccc3c2n1N=C(C)C, CO, [Na+]. The product is CCCc1nc2cnc3ccccc3c2n1NC(C)C. As a reaction SMILES: [BH4-:21].[C:1]([CH3:2])([CH3:3])=[N:4][n:5]1[c:6]([CH2:18][CH2:19][CH3:20])[n:7][c:8]2[cH:9][n:10][c:11]3[cH:12][cH:13][cH:14][cH:15][c:16]3[c:17]12.[CH3:23][OH:24].[Na+:22]>>[CH:1]([CH3:2])([CH3:3])[NH:4][n:5]1[c:6]([CH2:18][CH2:19][CH3:20])[n:7][c:8]2[cH:9][n:10][c:11]3[cH:12][cH:13][cH:14][cH:15][c:16]3[c:17]12. The reactants are O=C[C@H](O)[C@@H](O)[C@H](O)[C@H](O)CO (glucose), [O-]S(=O)(=O)[O-].[Mg+2] (MgSO4), C(=O)(O)[O-].[Na+] (NaHCO3), C([C@@H]1[C@H]([C@@H]([C@H](C(O1)O)O)O)O)O.O (glucose syrup), C([C@@H]1[C@H]([C@@H]([C@H](C(O1)O)O)O)O)O.O (glucose syrup). The solvent is O (water). Reaction conditions: temperature 60 celsius. The product is OCC(=O)[C@@H](O)[C@H](O)[C@H](O)CO (fructose). RXN SMILES: [O:1]=[CH:2][C@@H:3]([C@H:5]([C@@H:7]([C@@H:9]([CH2:11][OH:12])[OH:10])[OH:8])[OH:6])[OH:4].C(O)[C@H]1OC(O)[C@H](O)[C@@H](O)[C@@H]1O.O.[O-]S([O-])(=O)=O.[Mg+2].C([O-])(O)=O.[Na+]>O>[OH:1][CH2:2][C:3]([C@H:5]([C@@H:7]([C@@H:9]([CH2:11][OH:12])[OH:10])[OH:8])[OH:6])=[O:4] |f:1.2,3.4,5.6|. Procedure: This example describes the application of the immobilized glucose isomerase produced from DSM 3253. 11.7 g of the dried granulate produced in Example 6 was soaked in 200 ml 45% w/w glucose syrup, pH 7.5 for two hours. The enzyme particles were then transferred to a water jacketed column and a 45% w/w glucose syrup with 0.4 g MgSO4, 7H2O/l and 2 mM NaHCO3 at pH 7.5 was continuously pumped through the column at room temperature. After 1 hour the column temperature was raised to 60° C. and the flow... Starting materials: N=1C=2C=CC(=CC2C=CC1C)C. Reagents/catalysts: O1B(OC(C)(C)C1(C)C)B2OC(C)(C)C(O2)(C)C, N=1C=CC(=CC1C=2N=CC=C(C2)C(C)(C)C)C(C)(C)C, C[OH2+].C[OH2+].C1CC=CCCC=C1.C1CC=CCCC=C1.[Ir].[Ir]. Solvent: O(C)C(C)(C)C. Run at temperature 100 celsius, time 1.5 hour. Product: N=1C=2C=CC(=CC2C(=CC1C)B3OC(C)(C)C(O3)(C)C)C. The yield is 72.0%. Procedure details: General  procedure A was  applied  to  2,6-dimethylquinoline  (157  mg,  1.00mmol).  Purification  by  flash-column  chromatography  on  neutral  alumina  with  gradient  elution  of  MeOH/DCM  from  0.5 -5%  over  25 column   volumes,   affording 2,6-dimethyl-4-(4,4,5,5-tetramethyl-[1,3,2]-dioxaborolan-2-yl)quinoline   as   a white  solid  (203  mg,  72%);  m.p.96 -97 °C; Starting materials: CS(C)=O, N#Cc1ccc(F)cc1, O, c1cc(N2CCNCC2)ccn1. Product: N#Cc1ccc(N2CCN(c3ccncc3)CC2)cc1. RXN SMILES: [CH3:23][S:24]([CH3:25])=[O:26].[F:13][c:14]1[cH:15][cH:16][c:17]([C:18]#[N:19])[cH:20][cH:21]1.[OH2:22].[n:1]1[cH:2][cH:3][c:4]([N:7]2[CH2:8][CH2:9][NH:10][CH2:11][CH2:12]2)[cH:5][cH:6]1>>[n:1]1[cH:2][cH:3][c:4]([N:7]2[CH2:8][CH2:9][N:10]([c:14]3[cH:15][cH:16][c:17]([C:18]#[N:19])[cH:20][cH:21]3)[CH2:11][CH2:12]2)[cH:5][cH:6]1. The reactants are C1(=CC=CC=C1)C(C(=O)O)OC1=C(C(=C(C=C1Cl)CCC)O)C(C)=O (2-Phenyl-2-(2-acetyl-3-hydroxy-4-propyl-6-chlorophenoxy) acetic acid), C(C)(=O)[O-].[Na+] (sodium acetate), C(C)(=O)OC(C)=O (acetic anhydride). The solvent is C(C)OCC (diethyl ether). The product is C(C)(=O)OC1=C(C=C(C2=C1C(=C(O2)C2=CC=CC=C2)C)Cl)CCC (4-acetoxy-7-chloro-3-methyl-2-phenyl-5-propylbenzofuran). Reaction SMILES: [C:1]1([CH:7]([O:11][C:12]2[C:17]([Cl:18])=[CH:16][C:15]([CH2:19][CH2:20][CH3:21])=[C:14](O)[C:13]=2[C:23](=O)[CH3:24])C(O)=O)[CH:6]=[CH:5][CH:4]=[CH:3][CH:2]=1.[C:26]([O-:29])(=[O:28])[CH3:27].[Na+].C(OC(=O)C)(=O)C>C(OCC)C>[C:26]([O:29][C:14]1[C:13]2[C:23]([CH3:24])=[C:7]([C:1]3[CH:2]=[CH:3][CH:4]=[CH:5][CH:6]=3)[O:11][C:12]=2[C:17]([Cl:18])=[CH:16][C:15]=1[CH2:19][CH2:20][CH3:21])(=[O:28])[CH3:27] |f:1.2|. Reported procedure: A mixture of 2-phenyl-2-(2-acetyl-3-hydroxy-4-propyl-6-chlorophenoxy) acetic acid (Step b)(3.4 g, 9.3 mmol), anhydrous sodium acetate (6.8 g, 82 mmol) and acetic anhydride (50 mL) was refluxed for 1 hour. The mixture was cooled, diluted with diethyl ether and the salts filtered off. The filtrate was concentrated and the residue chromatographed on silica gel with 10% ethyl acetate in hexane to obtain the title compound, m.p. 86°-87° C. Reactants: NC1=CC=C(C(=O)N(C=2C=NC=CC2)CCN2CCC(CC2)C(C2=CC=CC=C2)=O)C=C1 (4-amino-N-[2-(4-benzoylpiperidino)ethyl]-N-(3-pyridyl)benzamide), C(C1=CC=CC=C1)(=O)Cl (benzoyl chloride), N1=CC=CC=C1 (pyridine). Product: C(C1=CC=CC=C1)(=O)NC1=CC=C(C(=O)N(C=2C=NC=CC2)CCN2CCC(CC2)C(C2=CC=CC=C2)=O)C=C1 (4-Benzoylamino-N-[2-(4-benzoylpiperidino)ethyl]-N-(3-pyridyl)benzamide). Isolated yield 85.9%. As a reaction SMILES: [NH2:1][C:2]1[CH:32]=[CH:31][C:5]([C:6]([N:8]([CH2:15][CH2:16][N:17]2[CH2:22][CH2:21][CH:20]([C:23](=[O:30])[C:24]3[CH:29]=[CH:28][CH:27]=[CH:26][CH:25]=3)[CH2:19][CH2:18]2)[C:9]2[CH:10]=[N:11][CH:12]=[CH:13][CH:14]=2)=[O:7])=[CH:4][CH:3]=1.[C:33](Cl)(=[O:40])[C:34]1[CH:39]=[CH:38][CH:37]=[CH:36][CH:35]=1.N1C=CC=CC=1>>[C:33]([NH:1][C:2]1[CH:3]=[CH:4][C:5]([C:6]([N:8]([CH2:15][CH2:16][N:17]2[CH2:18][CH2:19][CH:20]([C:23](=[O:30])[C:24]3[CH:25]=[CH:26][CH:27]=[CH:28][CH:29]=3)[CH2:21][CH2:22]2)[C:9]2[CH:10]=[N:11][CH:12]=[CH:13][CH:14]=2)=[O:7])=[CH:31][CH:32]=1)(=[O:40])[C:34]1[CH:39]=[CH:38][CH:37]=[CH:36][CH:35]=1. Procedure: Using 4-amino-N-[2-(4-benzoylpiperidino)ethyl]-N-(3-pyridyl)benzamide (210.7 mg, 0.49 mmol), benzoyl chloride (0.07 ml, 0.60 mmol) and pyridine (0.05 ml, 0.62 mmol), the procedure of Inventive Example 165 was repeated to obtain 224.3 mg (85.9%) of the title compound in a colorless powder form. The reactants are CC1(OCC(O1)[C@@H]1OC=2[C@](N1OC)(C1=CC=CC=C1C(C2)=O)CC=C(C)C)C ((2S,9bR)-2-(2,2-dimethyl-1,3-dioxolan-4-yl)-1-methoxy-9b-(3-methylbut-2-enyl)-1,9b-dihydronaphtho[1,2-d][1,3]oxazol-5(2H)-one). Reagents/catalysts: O=[Pt]=O (PtO2). Run in C(C)(=O)OCC (ethyl acetate). Product: CC1(OCC(O1)[C@@H]1OC=2[C@](N1OC)(C1=CC=CC=C1C(C2)=O)CCC(C)C)C ((2S,9bR)-2-(2,2-dimethyl-1,3-dioxolan-4-yl)-1-methoxy-9b-(3-methylbutyl)-1,9b-dihydronaphtho[1,2-d][1,3]oxazol-5(2H)-one). Yield: 77.4%. As a reaction SMILES: [CH3:1][C:2]1([CH3:28])[O:6][CH:5]([C@H:7]2[N:11]([O:12][CH3:13])[C@:10]3([CH2:23][CH:24]=[C:25]([CH3:27])[CH3:26])[C:14]4[C:19]([C:20](=[O:22])[CH:21]=[C:9]3[O:8]2)=[CH:18][CH:17]=[CH:16][CH:15]=4)[CH2:4][O:3]1>C(OCC)(=O)C.O=[Pt]=O>[CH3:1][C:2]1([CH3:28])[O:6][CH:5]([C@H:7]2[N:11]([O:12][CH3:13])[C@:10]3([CH2:23][CH2:24][CH:25]([CH3:26])[CH3:27])[C:14]4[C:19]([C:20](=[O:22])[CH:21]=[C:9]3[O:8]2)=[CH:18][CH:17]=[CH:16][CH:15]=4)[CH2:4][O:3]1. Procedure: The product from Example 22B (82 mg, 0.21 mmol) and PtO2 (Adam's catalyst, 5 mg) in ethyl acetate (2 mL) was stirred at rt under 1 atm H2 for 90 min. The catalyst was filtered off, the solvent was evaporated and the crude product was purified by column chromatography on silica gel using a solvent gradient of 10-25% ethyl acetate in hexanes to provide the title compound as a colorless gum (63 mg, 77%): 1H NMR (300 MHz, DMSO-d6) δ ppm 7.95 (d, J=7.4 Hz, 1H), 7.63-7.79 (m, 2H), 7.42-7.56 (m, 1H), 5... The reactants are C(=C)OCC (ethyl vinyl ether), Cl[Si](CCC(C(C(C(C(C(C(C(F)(F)F)(F)F)(F)F)(F)F)(F)F)(F)F)(F)F)(F)F)(C)C (chlorodimethyl-3,3,4,4,5,5,6,6,7,7,8,8, 9,9,10,10,10-heptadecafluorodecylsilane). Yields the product C(C)(=O)[Si](CCC(C(C(C(C(C(C(C(F)(F)F)(F)F)(F)F)(F)F)(F)F)(F)F)(F)F)(F)F)(C)C (Acetyidimethyl-3,3,4,4,5,5,6,6,7,7,8,8,9,9,10,10,10-heptadecafluorodecylsilane). Reaction SMILES: C([O:3][CH2:4][CH3:5])=C.Cl[Si:7]([CH3:36])([CH3:35])[CH2:8][CH2:9][C:10]([F:34])([F:33])[C:11]([F:32])([F:31])[C:12]([F:30])([F:29])[C:13]([F:28])([F:27])[C:14]([F:26])([F:25])[C:15]([F:24])([F:23])[C:16]([F:22])([F:21])[C:17]([F:20])([F:19])[F:18]>>[C:4]([Si:7]([CH3:35])([CH3:36])[CH2:8][CH2:9][C:10]([F:33])([F:34])[C:11]([F:31])([F:32])[C:12]([F:29])([F:30])[C:13]([F:27])([F:28])[C:14]([F:25])([F:26])[C:15]([F:24])([F:23])[C:16]([F:22])([F:21])[C:17]([F:20])([F:19])[F:18])(=[O:3])[CH3:5]. Procedure: Acetyidimethyl-3,3,4,4,5,5,6,6,7,7,8,8,9,9,10,10,10-heptadecafluorodecylsilane was synthesized from ethyl vinyl ether and chlorodimethyl-3,3,4,4,5,5,6,6,7,7,8,8, 9,9,10,10,10-heptadecafluorodecylsilane after the procedure of Cunico and Kuan (J. Org. Chem. 1985, 50, 5410-5413).